This data is from the Open Reaction Database (ORD), a public repository of structured organic reaction records. The task is: describe an organic reaction: reactants, conditions, products, and yield Conditions: temperature 65 celsius. Reactants: ClC1=C(C=CC=C1)O (2-chlorophenol), C([O-])([O-])=O.[Cs+].[Cs+] (cesium carbonate), C(C)(C)(C)OC(=O)N1CCC(CC1)OS(=O)(=O)C (4-methanesulfonyloxy-piperidine-1-carboxylic acid tert-butyl ester). Yields the product C(C)(C)(C)OC(=O)N1CCC(CC1)OC1=C(C=CC=C1)Cl (4-(2-chloro-phenoxy)-piperidine-1-carboxylic acid tert-butyl ester). As a reaction SMILES: [Cl:1][C:2]1[CH:7]=[CH:6][CH:5]=[CH:4][C:3]=1[OH:8].C(=O)([O-])[O-].[Cs+].[Cs+].[C:15]([O:19][C:20]([N:22]1[CH2:27][CH2:26][CH:25](OS(C)(=O)=O)[CH2:24][CH2:23]1)=[O:21])([CH3:18])([CH3:17])[CH3:16]>CN(C=O)C>[C:15]([O:19][C:20]([N:22]1[CH2:27][CH2:26][CH:25]([O:8][C:3]2[CH:4]=[CH:5][CH:6]=[CH:7][C:2]=2[Cl:1])[CH2:24][CH2:23]1)=[O:21])([CH3:18])([CH3:16])[CH3:17] |f:1.2.3|. Isolated yield 50.2%. Procedure details: To a stirred solution of 2-chlorophenol (20 g, 0.155 mole) in DMF (200 mL), was added cesium carbonate (101 g, 0.311 mole), followed by 4-methanesulfonyloxy-piperidine-1-carboxylic acid tert-butyl ester (43.45 g, 0.155 mole). The reaction mixture was heated at 65° C. for 7 hours. The mixture was then filtered and concentrated under reduced. The resulting residue was diluted with ice cold water and the solid obtained was filtered and washed with water. The solid was dissolved in ether, washed wit... Run in CN(C)C=O (DMF). Starting materials: C(CCC)[Li] (n-butyllithium), N1(N=CN=C1)CC(=O)C1=C(C=C(C=C1)Cl)Cl (2-(1H-1,2,4-triazol-1-yl)-2',4'-dichloroacetophenone), C([O-])(O)=O.[Na+] (sodium bicarbonate), C(CC)#N (Propionitrile). Run in CCCCCC (n-hexane), O1CCCC1 (tetrahydrofuran), O1CCCC1 (THF), C(C)(=O)O (acetic acid), O1CCCC1 (tetrahydrofuran). Conditions: temperature -70 celsius, time 30 minute. The product is C(#N)C(C(CN1N=CN=C1)(O)C1=C(C=C(C=C1)Cl)Cl)C (3-Cyano-2-(2,4-dichlorophenyl)-1-(1H-1,2,4-triazol-1-yl)butan-2-ol). RXN SMILES: [C:1](#[N:4])[CH2:2][CH3:3].C([Li])CCC.[N:10]1([CH2:15][C:16]([C:18]2[CH:23]=[CH:22][C:21]([Cl:24])=[CH:20][C:19]=2[Cl:25])=[O:17])[CH:14]=[N:13][CH:12]=[N:11]1.C(=O)(O)[O-].[Na+]>O1CCCC1.CCCCCC.C(O)(=O)C>[C:1]([CH:2]([CH3:3])[C:16]([C:18]1[CH:23]=[CH:22][C:21]([Cl:24])=[CH:20][C:19]=1[Cl:25])([OH:17])[CH2:15][N:10]1[CH:14]=[N:13][CH:12]=[N:11]1)#[N:4] |f:3.4|. Procedure: Propionitrile (1.21 g) in dry tetrahydrofuran (50 ml) was cooled to -72° C. A solution of n-butyllithium in n-hexane (14.2 ml, 1.55 molar) was then slowly added while maintaining the temperature of the reaction mixture at -45° C. or below. After stirring for about 30 minutes, 2-(1H-1,2,4-triazol-1-yl)-2',4'-dichloroacetophenone (2.56 g) in dry tetrahydrofuran (THF) (50 ml) was added slowly with stirring over a 20 minute period, the temperature of the mixture being maintained at -70° C. Stirring ... Reactants: BrC(C(=O)C=1C(=CC(=C(C(=O)OC)C1)C)C)C (methyl 5-(2-bromopropanoyl)-2,4-dimethylbenzoate), BrC(C(=O)C=1C(=CC(=C(C(=O)OC)C1)C)C)C (methyl 5-(2-bromopropanoyl)-2,4-dimethylbenzoate), Cl.C(C)(N)=N (Acetimidamide hydrochloride), C([O-])([O-])=O.[K+].[K+] (potassium carbonate). Solvent: C(C)#N (acetonitrile). Conditions: temperature 80 celsius, time 15 hour. The product is CC=1NC(=C(N1)C)C=1C(=CC(=C(C(=O)OC)C1)C)C (Methyl 5-(2,4-dimethyl-1H-imidazol-5-yl)-2,4-dimethylbenzoate). The yield is 57.8%. As a reaction SMILES: Br[CH:2]([CH3:17])[C:3]([C:5]1[C:6]([CH3:16])=[CH:7][C:8]([CH3:15])=[C:9]([CH:14]=1)[C:10]([O:12][CH3:13])=[O:11])=O.Cl.[C:19](=[NH:22])([NH2:21])[CH3:20].C(=O)([O-])[O-].[K+].[K+]>C(#N)C>[CH3:20][C:19]1[NH:21][C:3]([C:5]2[C:6]([CH3:16])=[CH:7][C:8]([CH3:15])=[C:9]([CH:14]=2)[C:10]([O:12][CH3:13])=[O:11])=[C:2]([CH3:17])[N:22]=1 |f:1.2,3.4.5|. Procedure: Into a round-bottom flask, was placed a solution of methyl 5-(2-bromopropanoyl)-2,4-dimethylbenzoate (compound 1.6, 400 mg, 1.34 mmol) in acetonitrile (30 mL). Acetimidamide hydrochloride (260 mg, 2.75 mmol) and potassium carbonate (550 mg, 3.99 mmol) were added and the resulting mixture was stirred at 80° C. for 15 h. After cooling to room temperature, the mixture was concentrated under reduced pressure and the residue was diluted with ethyl acetate (50 mL) and washed with brine (2×25 mL), drie... Reactants: COC(=O)c1ccc(B(O)O)cc1, CCO, CO, Cc1nn(C)cc1CN1CCN(c2nccnc2Cl)CC1, [Na+], [Na+], O=C([O-])[O-], Cl[Pd]Cl, c1ccc(P(CNCP(c2ccccc2)c2ccccc2)c2ccccc2)cc1. The product is COC(=O)c1ccc(-c2nccnc2N2CCN(Cc3cn(C)nc3C)CC2)cc1. RXN SMILES: [CH3:22][O:23][C:24](=[O:25])[c:26]1[cH:27][cH:28][c:29]([B:32]([OH:33])[OH:34])[cH:30][cH:31]1.[CH3:41][CH2:42][OH:43].[CH3:76][OH:77].[Cl:1][c:2]1[c:3]([N:8]2[CH2:9][CH2:10][N:11]([CH2:14][c:15]3[c:16]([CH3:21])[n:17][n:18]([CH3:20])[cH:19]3)[CH2:12][CH2:13]2)[n:4][cH:5][cH:6][n:7]1.[Na+:35].[Na+:36].[O-:37][C:38](=[O:39])[O-:40].[Pd:44]([Cl:45])[Cl:46].[c:47]1([P:48]([CH2:49][NH:50][CH2:51][P:52]([c:53]2[cH:54][cH:55][cH:56][cH:57][cH:58]2)[c:59]2[cH:60][cH:61][cH:62][cH:63][cH:64]2)[c:65]2[cH:66][cH:67][cH:68][cH:69][cH:70]2)[cH:71][cH:72][cH:73][cH:74][cH:75]1>>[c:2]1(-[c:29]2[cH:28][cH:27][c:26]([C:24]([O:23][CH3:22])=[O:25])[cH:31][cH:30]2)[c:3]([N:8]2[CH2:9][CH2:10][N:11]([CH2:14][c:15]3[c:16]([CH3:21])[n:17][n:18]([CH3:20])[cH:19]3)[CH2:12][CH2:13]2)[n:4][cH:5][cH:6][n:7]1. The reactants are C[Si](C)(C)[N-][Si](C)(C)C.[Na+] (sodium bis(trimethylsilyl)amide), C(C1=CC=CC=C1)O[C@H]1[C@H]([C@@H](O[C@@]1(CO[Si](C1=CC=CC=C1)(C1=CC=CC=C1)C(C)(C)C)COS(=O)(=O)C1=CC=C(C=C1)C)N1C(=O)NC(=O)C(=C1)C)O (3′-O-benzyl-5′-O-t-butyldiphenylsilyl-4′-p-toluenesulfonyloxymethyl-5-methyluridine), C([O-])(O)=O.[Na+] (sodium bicarbonate). Solvent: O1CCCC1 (tetrahydrofuran). Conditions: time 1 hour. The product is C(C1=CC=CC=C1)O[C@H]1[C@@H]2[C@@H](O[C@@]1(CO[Si](C1=CC=CC=C1)(C1=CC=CC=C1)C(C)(C)C)CO2)N2C(=O)NC(=O)C(=C2)C (3′-O-benzyl-5′-O-t-butyldiphenylsilyl-2′-O,4′-C-methylene-5-methyluridine). The yield is 97.9%. As a reaction SMILES: C[Si]([N-][Si](C)(C)C)(C)C.[Na+].[CH2:11]([O:18][C@@H:19]1[C@@:23]([CH2:43][O:44]S(C2C=CC(C)=CC=2)(=O)=O)([CH2:24][O:25][Si:26]([C:39]([CH3:42])([CH3:41])[CH3:40])([C:33]2[CH:38]=[CH:37][CH:36]=[CH:35][CH:34]=2)[C:27]2[CH:32]=[CH:31][CH:30]=[CH:29][CH:28]=2)[O:22][C@@H:21]([N:55]2[CH:62]=[C:61]([CH3:63])[C:59](=[O:60])[NH:58][C:56]2=[O:57])[C@@H:20]1O)[C:12]1[CH:17]=[CH:16][CH:15]=[CH:14][CH:13]=1.C(=O)(O)[O-].[Na+]>O1CCCC1>[CH2:11]([O:18][C@@H:19]1[C@@:23]2([CH2:43][O:44][C@H:20]1[C@H:21]([N:55]1[CH:62]=[C:61]([CH3:63])[C:59](=[O:60])[NH:58][C:56]1=[O:57])[O:22]2)[CH2:24][O:25][Si:26]([C:39]([CH3:42])([CH3:40])[CH3:41])([C:27]1[CH:32]=[CH:31][CH:30]=[CH:29][CH:28]=1)[C:33]1[CH:38]=[CH:37][CH:36]=[CH:35][CH:34]=1)[C:12]1[CH:13]=[CH:14][CH:15]=[CH:16][CH:17]=1 |f:0.1,3.4|. Reported procedure: In a stream of nitrogen, sodium bis(trimethylsilyl)amide (1.0 M in THF, 8.47 ml, 8.47 mmols) was added, under cooling with ice, to a tetrahydrofuran solution (30 ml) of Compound 36 (1.86 g, 2.42 mmols), and the mixture was stirred for 1 hour at room temperature. A saturated sodium bicarbonate solution (14 ml) was added to the reaction mixture, and then the solvent was distilled off under reduced pressure. After water was added to the residue, the mixture was extracted with chloroform. The organi... Run in C(Cl)(Cl)Cl (chloroform). Procedure: To a solution of 3-(hydroxymethyl)-2-methyl-4-(5-methylchroman-6-yl)-5,6,7,8-tetrahydrobenzo[4,5]thieno[2,3-c]pyridin-1(2H)-one (60 mg, 0.15 mmol) in chloroform (15 mL) was added manganese(IV) oxide (132 mg, 1.5 mmol). The mixture was stirred at reflux for 18 h. After the reaction mixture was cooled to room temperature, the suspension was filtered through a pad of silica gel and the pad was washed with ethyl acetate (20 mL×3). The combined filtrates were concentrated to dryness to give crude tit... The product is CN1C(C2=C(C(=C1C=O)C=1C(=C3CCCOC3=CC1)C)C1=C(S2)CCCC1)=O (2-Methyl-4-(5-methyl-chroman-6-yl)-1-oxo-1,2,5,6,7,8-hexahydro-benzo[4,5]thieno[2,3-c]pyridine-3-carbaldehyde). The yield is 84.7%. The reagents and catalysts are [O-2].[Mn+4].[O-2] (manganese(IV) oxide). RXN SMILES: [OH:1][CH2:2][C:3]1[N:8]([CH3:9])[C:7](=[O:10])[C:6]2[S:11][C:12]3[CH2:17][CH2:16][CH2:15][CH2:14][C:13]=3[C:5]=2[C:4]=1[C:18]1[C:19]([CH3:28])=[C:20]2[C:25](=[CH:26][CH:27]=1)[O:24][CH2:23][CH2:22][CH2:21]2>C(Cl)(Cl)Cl.[O-2].[Mn+4].[O-2]>[CH3:9][N:8]1[C:3]([CH:2]=[O:1])=[C:4]([C:18]2[C:19]([CH3:28])=[C:20]3[C:25](=[CH:26][CH:27]=2)[O:24][CH2:23][CH2:22][CH2:21]3)[C:5]2[C:13]3[CH2:14][CH2:15][CH2:16][CH2:17][C:12]=3[S:11][C:6]=2[C:7]1=[O:10] |f:2.3.4|. The reactants are OCC1=C(C2=C(C(N1C)=O)SC1=C2CCCC1)C=1C(=C2CCCOC2=CC1)C (3-(hydroxymethyl)-2-methyl-4-(5-methylchroman-6-yl)-5,6,7,8-tetrahydrobenzo[4,5]thieno[2,3-c]pyridin-1(2H)-one). The reactants are O=C([O-])O, COS(=O)(=O)OC, CC(C)=O, CC(C)OC(=O)c1cc(-n2c(=O)[nH]c(C(F)(F)C(F)(F)F)c(F)c2=O)c(F)cc1Cl, [Na+]. Yields the product COc1nc(C(F)(F)C(F)(F)F)c(F)c(=O)n1-c1cc(C(=O)OC(C)C)c(Cl)cc1F. Reaction SMILES: [C:31](=[O:32])([OH:33])[O-:34].[CH3:36][O:37][S:38]([O:39][CH3:40])(=[O:41])=[O:42].[CH3:43][C:44](=[O:45])[CH3:46].[Cl:1][c:2]1[c:3]([C:4](=[O:5])[O:6][CH:7]([CH3:8])[CH3:9])[cH:10][c:11](-[n:15]2[c:16](=[O:30])[nH:17][c:18]([C:23]([C:24]([F:25])([F:26])[F:27])([F:28])[F:29])[c:19]([F:22])[c:20]2=[O:21])[c:12]([F:14])[cH:13]1.[Na+:35]>>[Cl:1][c:2]1[c:3]([C:4](=[O:5])[O:6][CH:7]([CH3:8])[CH3:9])[cH:10][c:11](-[n:15]2[c:16]([O:30][CH3:31])[n:17][c:18]([C:23]([C:24]([F:25])([F:26])[F:27])([F:28])[F:29])[c:19]([F:22])[c:20]2=[O:21])[c:12]([F:14])[cH:13]1. The reactants are COC(=O)N=C=O, COc1ccc(N)cc1OC, C1COCCO1. The product is COC(=O)NC(=O)Nc1ccc(OC)c(OC)c1. Reaction SMILES: [CH3:1][O:2][C:3](=[O:4])[N:5]=[C:6]=[O:7].[NH2:8][c:9]1[cH:10][c:11]([O:17][CH3:18])[c:12]([O:15][CH3:16])[cH:13][cH:14]1.[O:19]1[CH2:20][CH2:21][O:22][CH2:23][CH2:24]1>>[CH3:1][O:2][C:3](=[O:4])[NH:5][C:6](=[O:7])[NH:8][c:9]1[cH:10][c:11]([O:17][CH3:18])[c:12]([O:15][CH3:16])[cH:13][cH:14]1. Starting materials: CN(C)C1(Cc2ccccc2)CC=C(c2[nH]c3ccccc3c2C2CC2)CC1, CO, Cl. Product: CN(C)C1(Cc2ccccc2)CCC(c2[nH]c3ccccc3c2C2CC2)CC1. Reaction SMILES: [CH3:2][N:3]([C:4]1([CH2:22][c:23]2[cH:24][cH:25][cH:26][cH:27][cH:28]2)[CH2:5][CH:6]=[C:7]([c:10]2[nH:11][c:12]3[cH:13][cH:14][cH:15][cH:16][c:17]3[c:18]2[CH:19]2[CH2:20][CH2:21]2)[CH2:8][CH2:9]1)[CH3:29].[CH3:30][OH:31].[ClH:1]>>[CH3:2][N:3]([C:4]1([CH2:22][c:23]2[cH:24][cH:25][cH:26][cH:27][cH:28]2)[CH2:5][CH2:6][CH:7]([c:10]2[nH:11][c:12]3[cH:13][cH:14][cH:15][cH:16][c:17]3[c:18]2[CH:19]2[CH2:20][CH2:21]2)[CH2:8][CH2:9]1)[CH3:29]. As a reaction SMILES: [Br:1][C:2]1[C:7]([CH3:8])=[CH:6][C:5]([OH:9])=[CH:4][C:3]=1[CH3:10].[C:11](O)(=[O:14])[C:12]#[CH:13].C1CCC(N=C=NC2CCCCC2)CC1>C(Cl)Cl.CN(C1C=CN=CC=1)C>[C:11]([O:9][C:5]1[CH:6]=[C:7]([CH3:8])[C:2]([Br:1])=[C:3]([CH3:10])[CH:4]=1)(=[O:14])[C:12]#[CH:13]. Procedure: To a stirred solution of 4-bromo-3,5-dimethylphenol (40.87 g, 203.3 mmol) and propiolic acid (20.91 g, 298.5 mmol) in CH2Cl2 (400 mL) was added DCC (50.78 g, 246.1 mmol) in CH2Cl2 (100 mL) and DMAP (0.82 g, 6.7 mmol) at 0° C. The mixture was stirred at room temperature for 3 h and filtered. The filtrate was concentrated and purified by silica gel column chromatography (hexanes:EtOAc:CH2Cl2=20:1:10). The fractions containing the desired compound were concentrated. To the concentrate added hexane ... Run in C(Cl)Cl (CH2Cl2), C(Cl)Cl (CH2Cl2). The reactants are BrC1=C(C=C(C=C1C)O)C (4-bromo-3,5-dimethylphenol), C(C#C)(=O)O (propiolic acid), C1CCC(CC1)N=C=NC2CCCCC2 (DCC). Yields the product C(C#C)(=O)OC1=CC(=C(C(=C1)C)Br)C (4-Bromo-3,5-dimethylphenyl propiolate). Yield: 50.8%. Reagents/catalysts: CN(C)C=1C=CN=CC1 (DMAP). Reaction conditions: time 3 hour.